From a dataset of the Open Reaction Database (ORD), a public repository of structured organic reaction records. describe an organic reaction: reactants, conditions, products, and yield The reactants are COC=1C(C(=C(C(C1OC)=O)CC=1C=CC(=C(C(=O)NC2=CC=C(C=C2)N2CCOCC2)C1)OC(C)=O)C)=O (N-[5-(5,6-Dimethoxy-3-methyl-1,4-benzoquinon-2-yl)methyl-2-acetoxybenzoyl]-4-morpholinoaniline), C(O)([O-])=O.[Na+] (sodium hydrogencarbonate). Solvent: CO (methanol), O (water). The product is COC=1C(C(=C(C(C1OC)=O)CC=1C=CC(=C(C(=O)NC2=CC=C(C=C2)N2CCOCC2)C1)O)C)=O (N-[5-(5,6-Dimethoxy-3-methyl-1,4-benzoquinon-2-yl)methyl-2-hydroxybenzoyl]-4-morpholinoaniline). Isolated yield 68.4%. Reaction SMILES: [CH3:1][O:2][C:3]1[C:4](=[O:39])[C:5]([CH3:38])=[C:6]([CH2:12][C:13]2[CH:14]=[CH:15][C:16]([O:34]C(=O)C)=[C:17]([CH:33]=2)[C:18]([NH:20][C:21]2[CH:26]=[CH:25][C:24]([N:27]3[CH2:32][CH2:31][O:30][CH2:29][CH2:28]3)=[CH:23][CH:22]=2)=[O:19])[C:7](=[O:11])[C:8]=1[O:9][CH3:10].C(=O)([O-])O.[Na+]>CO.O>[CH3:1][O:2][C:3]1[C:4](=[O:39])[C:5]([CH3:38])=[C:6]([CH2:12][C:13]2[CH:14]=[CH:15][C:16]([OH:34])=[C:17]([CH:33]=2)[C:18]([NH:20][C:21]2[CH:22]=[CH:23][C:24]([N:27]3[CH2:28][CH2:29][O:30][CH2:31][CH2:32]3)=[CH:25][CH:26]=2)=[O:19])[C:7](=[O:11])[C:8]=1[O:9][CH3:10] |f:1.2|. Procedure details: N-[5-(5,6-Dimethoxy-3-methyl-1,4-benzoquinon-2-yl)methyl-2-acetoxybenzoyl]-4-morpholinoaniline (0.060 g, 0.110 mmol) was dissolved in methanol (6 ml) and after adding thereto an aqueous saturated sodium hydrogencarbonate solution (3 ml), the solution was stirred at room temperature for 3 hours. After the completion of reaction, the reaction solution was diluted with water and then extracted with ethyl acetate. The extract was washed with water and then dried, and the solvent was removed by disti... Reactants: [N+](=O)([O-])C1=C(C=C(C=C1)C=1CCN(CC1)CCO)OC(C)C (2-{4-[4-nitro-3-(propan-2-yloxy)phenyl]-3,6-dihydropyridin-1(2H)-yl}ethanol), C(=O)[O-].[NH4+] (ammonium formate). Reagents/catalysts: [Pd] (palladium-on-carbon). The solvent is ClCCl (dichloromethane), C(C)O (ethanol). Run at temperature 80 celsius. Yields the product NC1=C(C=C(C=C1)C1CCN(CC1)CCO)OC(C)C (2-{4-[4-amino-3-(propan-2-yloxy)phenyl]piperidin-1-yl}ethanol). The yield is 90.8%. Reaction SMILES: [N+:1]([C:4]1[CH:9]=[CH:8][C:7]([C:10]2[CH2:11][CH2:12][N:13]([CH2:16][CH2:17][OH:18])[CH2:14][CH:15]=2)=[CH:6][C:5]=1[O:19][CH:20]([CH3:22])[CH3:21])([O-])=O.C([O-])=O.[NH4+]>C(O)C.ClCCl.[Pd]>[NH2:1][C:4]1[CH:9]=[CH:8][C:7]([CH:10]2[CH2:11][CH2:12][N:13]([CH2:16][CH2:17][OH:18])[CH2:14][CH2:15]2)=[CH:6][C:5]=1[O:19][CH:20]([CH3:22])[CH3:21] |f:1.2|. Procedure: A mixture of 150 mg of 10% palladium-on-carbon and 400 mg of 2-{4-[4-nitro-3-(propan-2-yloxy)phenyl]-3,6-dihydropyridin-1(2H)-yl}ethanol in 15 ml of ethanol is heated at 80° C. with stirring. 1.25 g of ammonium formate are then added in two portions. After stirring at 80° C. for 1 h, the mixture is allowed to return to ambient temperature and is filtered on Clarcel. The Clarcel is rinsed with 200 ml of ethanol and the filtrate is concentrated under vacuum, so as to obtain a residue which is solu... The reactants are O=C([O-])O, CCO, CCOC(C)=O, O=[N+]([O-])c1cc(F)cc(Br)c1I, [Na+], O, O, Cl[Sn]Cl. Yields the product Nc1cc(F)cc(Br)c1I. Reaction SMILES: [C:21](=[O:22])([O-:23])[OH:24].[CH3:18][CH2:19][OH:20].[CH3:26][CH2:27][O:28][C:29](=[O:30])[CH3:31].[I:1][c:2]1[c:3]([N+:10]([O-:11])=[O:12])[cH:4][c:5]([F:9])[cH:6][c:7]1[Br:8].[Na+:25].[OH2:13].[OH2:14].[Sn:15]([Cl:16])[Cl:17]>>[I:1][c:2]1[c:3]([NH2:10])[cH:4][c:5]([F:9])[cH:6][c:7]1[Br:8].